From a dataset of the Open Reaction Database (ORD), a public repository of structured organic reaction records. describe an organic reaction: reactants, conditions, products, and yield Starting materials: O=C1CCC(=O)N1I, CN(C)C=O, O=Cc1cc(OC(F)(F)F)ccc1O. The product is O=Cc1cc(OC(F)(F)F)cc(I)c1O. As a reaction SMILES: [I:15][N:16]1[C:17](=[O:18])[CH2:19][CH2:20][C:21]1=[O:22].[O:23]=[CH:24][N:25]([CH3:26])[CH3:27].[OH:1][c:2]1[c:3]([CH:4]=[O:5])[cH:6][c:7]([O:10][C:11]([F:12])([F:13])[F:14])[cH:8][cH:9]1>>[OH:1][c:2]1[c:3]([CH:4]=[O:5])[cH:6][c:7]([O:10][C:11]([F:12])([F:13])[F:14])[cH:8][c:9]1[I:15]. Starting materials: Cc1nnc(-c2ccncc2)n1C, O=S(=O)(Cl)Cl, ClCCl, [Na+], O=C([O-])O, CN(C)C=O. The product is Cn1c(CCl)nnc1-c1ccncc1. Reaction SMILES: [CH3:6][n:7]1[c:8](-[c:13]2[cH:14][cH:15][n:16][cH:17][cH:18]2)[n:9][n:10][c:11]1[CH3:12].[Cl:1][S:2](=[O:3])(=[O:4])[Cl:5].[Cl:24][CH2:25][Cl:26].[Na+:23].[O-:19][C:20]([OH:21])=[O:22].[O:27]=[CH:28][N:29]([CH3:30])[CH3:31]>>[Cl:1][CH2:12][c:11]1[n:7]([CH3:6])[c:8](-[c:13]2[cH:14][cH:15][n:16][cH:17][cH:18]2)[n:9][n:10]1.